This data is from the Open Reaction Database (ORD), a public repository of structured organic reaction records. The task is: describe an organic reaction: reactants, conditions, products, and yield The reactants are CC(C)(C)c1ccc(S(=O)(=O)N(CC(=O)O)c2ccc3cn[nH]c3c2)cc1, CCNCc1nccs1. The product is CCN(Cc1nccs1)C(=O)CN(c1ccc2cn[nH]c2c1)S(=O)(=O)c1ccc(C(C)(C)C)cc1. RXN SMILES: [C:1]([CH3:2])([CH3:3])([CH3:4])[c:5]1[cH:6][cH:7][c:8]([S:11](=[O:12])(=[O:13])[N:14]([c:15]2[cH:16][cH:17][c:18]3[cH:19][n:20][nH:21][c:22]3[cH:23]2)[CH2:24][C:25](=[O:26])[OH:27])[cH:9][cH:10]1.[CH2:28]([CH3:29])[NH:30][CH2:31][c:32]1[s:33][cH:34][cH:35][n:36]1>>[C:1]([CH3:2])([CH3:3])([CH3:4])[c:5]1[cH:6][cH:7][c:8]([S:11](=[O:12])(=[O:13])[N:14]([c:15]2[cH:16][cH:17][c:18]3[cH:19][n:20][nH:21][c:22]3[cH:23]2)[CH2:24][C:25](=[O:26])[N:30]([CH2:28][CH3:29])[CH2:31][c:32]2[s:33][cH:34][cH:35][n:36]2)[cH:9][cH:10]1. The reactants are C(#C)C1=CC=C2C(=N1)NC=C2\C=C\2/OC1=C(C2=O)C=CC(=C1CN1CCN(CC1)C(=O)OC(C)(C)C)O (tert-butyl (Z)-4-({2-[(6-ethynyl-1H-pyrrolo[2,3-b]pyridin-3-yl)methylene]-6-hydroxy-3-oxo-2,3-dihydrobenzofuran-7-yl}methyl)piperazine-1-carboxylate), solution, Cl (hydrogen chloride). The solvent is C(Cl)Cl (methylene chloride), O1CCOCC1 (1,4-dioxane). Conditions: time 2 hour. Yields the product Cl.Cl.Cl.C(#C)C1=CC=C2C(=N1)NC=C2\C=C\2/OC1=C(C2=O)C=CC(=C1CN1CCNCC1)O ((Z)-2-[(6-ethynyl-1H-pyrrolo[2,3-b]pyridin-3-yl)methylene]-6-hydroxy-7-(piperazin-1-ylmethyl)benzofuran-3(2H)-one trihydrochloride). Isolated yield 78.0%. As a reaction SMILES: [C:1]([C:3]1[N:8]=[C:7]2[NH:9][CH:10]=[C:11](/[CH:12]=[C:13]3\[O:14][C:15]4[C:22]([CH2:23][N:24]5[CH2:29][CH2:28][N:27](C(OC(C)(C)C)=O)[CH2:26][CH2:25]5)=[C:21]([OH:37])[CH:20]=[CH:19][C:16]=4[C:17]\3=[O:18])[C:6]2=[CH:5][CH:4]=1)#[CH:2].[ClH:38]>C(Cl)Cl.O1CCOCC1>[ClH:38].[ClH:38].[ClH:38].[C:1]([C:3]1[N:8]=[C:7]2[NH:9][CH:10]=[C:11](/[CH:12]=[C:13]3\[O:14][C:15]4[C:22]([CH2:23][N:24]5[CH2:29][CH2:28][NH:27][CH2:26][CH2:25]5)=[C:21]([OH:37])[CH:20]=[CH:19][C:16]=4[C:17]\3=[O:18])[C:6]2=[CH:5][CH:4]=1)#[CH:2] |f:4.5.6.7|. Reported procedure: A solution of tert-butyl (Z)-4-({2-[(6-ethynyl-1H-pyrrolo[2,3-b]pyridin-3-yl)methylene]-6-hydroxy-3-oxo-2,3-dihydrobenzofuran-7-yl}methyl)piperazine-1-carboxylate (0.015 g, 0.030 mmol) in methylene chloride (2.0 mL) was added with a 4 M solution of hydrogen chloride in 1,4-dioxane (2.0 mL), and then the mixture was stirred at room temperature for 2 hours. The mixture was azeotroped twice with toluene under reduced pressure, and then the residual solid was suspended in methylene chloride and ther... Reactants: C(C)(=O)Cl (Acetylchloride), NC=1C=CC(=C(C(=O)OC)C1)OC(F)F (methyl 5-amino-2-difluoromethoxy-benzoate), TEA. The solvent is C1CCOC1 (THF), C1CCOC1 (THF). Run at time 15 minute. Yields the product C(C)(=O)NC=1C=CC(=C(C(=O)OC)C1)OC(F)F (Methyl 5-acetylamino-2-difluoromethoxy-benzoate). As a reaction SMILES: [C:1](Cl)(=[O:3])[CH3:2].[NH2:5][C:6]1[CH:7]=[CH:8][C:9]([O:16][CH:17]([F:19])[F:18])=[C:10]([CH:15]=1)[C:11]([O:13][CH3:14])=[O:12]>C1COCC1>[C:1]([NH:5][C:6]1[CH:7]=[CH:8][C:9]([O:16][CH:17]([F:18])[F:19])=[C:10]([CH:15]=1)[C:11]([O:13][CH3:14])=[O:12])(=[O:3])[CH3:2]. Procedure details: Acetylchloride (1.8 mL, 25.3 mmol) in 25 mL THF was added to a mixture of methyl 5-amino-2-difluoromethoxy-benzoate (5.40 g, 24.9 mmol) with TEA (4.5 mL, 32.4 mmol) in 50 mL THF and the resulting mixture stirred for 15 min at ambient temperature. The mixture was filtered and the filtrate concentrated i. vac. The residue was mixed with acetonitrile and water, concentrated i. vac. and the solid filtered off. It was washed with water and dried at 40° C.